This data is from the Open Reaction Database (ORD), a public repository of structured organic reaction records. The task is: describe an organic reaction: reactants, conditions, products, and yield Reactants: [H-].[Al+3].[Li+].[H-].[H-].[H-] (lithium aluminum hydride), C(C)(=O)OCC (ethyl acetate), C(C1=CC=CC=C1)OC1=CC=C(C=C1)C(CN1CCN(CC1)C(C1=CC=CC=C1)C1=CC=CC=C1)=O (1-(4-benzyloxyphenyl)-2-(4-diphenylmethylpiperazinyl)ethanone), resultant mixture, C(C)(=O)OCC (ethyl acetate), [Cl-].[NH4+] (ammonium chloride). Run in O1CCCC1 (tetrahydrofuran), O1CCCC1 (tetrahydrofuran). Conditions: time 0.5 hour. Product: C(C1=CC=CC=C1)OC1=CC=C(C=C1)C(CN1CCN(CC1)C(C1=CC=CC=C1)C1=CC=CC=C1)O (1-(4-benzyloxyphenyl)-2-(4-diphenylmethylpiperazinyl)ethanol). The yield is 78.6%. RXN SMILES: [H-].[Al+3].[Li+].[H-].[H-].[H-].[CH2:7]([O:14][C:15]1[CH:20]=[CH:19][C:18]([C:21](=[O:42])[CH2:22][N:23]2[CH2:28][CH2:27][N:26]([CH:29]([C:36]3[CH:41]=[CH:40][CH:39]=[CH:38][CH:37]=3)[C:30]3[CH:35]=[CH:34][CH:33]=[CH:32][CH:31]=3)[CH2:25][CH2:24]2)=[CH:17][CH:16]=1)[C:8]1[CH:13]=[CH:12][CH:11]=[CH:10][CH:9]=1.C(OCC)(=O)C.[Cl-].[NH4+]>O1CCCC1>[CH2:7]([O:14][C:15]1[CH:16]=[CH:17][C:18]([CH:21]([OH:42])[CH2:22][N:23]2[CH2:24][CH2:25][N:26]([CH:29]([C:30]3[CH:31]=[CH:32][CH:33]=[CH:34][CH:35]=3)[C:36]3[CH:41]=[CH:40][CH:39]=[CH:38][CH:37]=3)[CH2:27][CH2:28]2)=[CH:19][CH:20]=1)[C:8]1[CH:13]=[CH:12][CH:11]=[CH:10][CH:9]=1 |f:0.1.2.3.4.5,8.9|. Procedure details: In 24 ml of tetrahydrofuran was suspended 0.60 g (16 mmol) of lithium aluminum hydride, to which a suspension consisting of 24 ml of tetrahydrofuran and 3.0 g (6.3 mmol) of 1-(4-benzyloxyphenyl)-2-(4-diphenylmethylpiperazinyl)ethanone was added portionwise under ice-cooled conditions. After being stirred for 0.5 hour, the resultant mixture was added dropwise with 5 ml of ethyl acetate, followed by further addition of 50 ml of ethyl acetate. The thus prepared solution was poured into an aqueous s... Starting materials: C1CCOC1, C[Al](C)C, Clc1cc2ccccc2c(Cl)n1, c1ccc(P(c2ccccc2)(c2ccccc2)[Pd](P(c2ccccc2)(c2ccccc2)c2ccccc2)(P(c2ccccc2)(c2ccccc2)c2ccccc2)P(c2ccccc2)(c2ccccc2)c2ccccc2)cc1. Product: Cc1nc(Cl)cc2ccccc12. As a reaction SMILES: [CH2:17]1[O:18][CH2:19][CH2:20][CH2:21]1.[CH3:13][Al:14]([CH3:15])[CH3:16].[Cl:1][c:2]1[n:3][c:4]([Cl:12])[cH:5][c:6]2[cH:7][cH:8][cH:9][cH:10][c:11]12.[cH:22]1[cH:23][cH:24][c:25]([P:26]([Pd:27]([P:28]([c:29]2[cH:30][cH:31][cH:32][cH:33][cH:34]2)([c:35]2[cH:36][cH:37][cH:38][cH:39][cH:40]2)[c:41]2[cH:42][cH:43][cH:44][cH:45][cH:46]2)([P:47]([c:48]2[cH:49][cH:50][cH:51][cH:52][cH:53]2)([c:54]2[cH:55][cH:56][cH:57][cH:58][cH:59]2)[c:60]2[cH:61][cH:62][cH:63][cH:64][cH:65]2)[P:66]([c:67]2[cH:68][cH:69][cH:70][cH:71][cH:72]2)([c:73]2[cH:74][cH:75][cH:76][cH:77][cH:78]2)[c:79]2[cH:80][cH:81][cH:82][cH:83][cH:84]2)([c:85]2[cH:86][cH:87][cH:88][cH:89][cH:90]2)[c:91]2[cH:92][cH:93][cH:94][cH:95][cH:96]2)[cH:97][cH:98]1>>[c:2]1([CH3:13])[n:3][c:4]([Cl:12])[cH:5][c:6]2[cH:7][cH:8][cH:9][cH:10][c:11]12. The yield is 82.2%. Reported procedure: To a solution of ethyl 4-(2-(2,4-dihydroxyphenyl)-2-oxoethyl)benzoate (2 g, 6.7 mmol) in 1,4-dioxane (10 ml), was added conc. HCl (10 ml). The reaction mixture was stirred at 70° C. overnight. The volatiles were removed under reduced pressure. The residue was dissolved with water (20 ml) and extracted with EtOAc (20 ml×2). The combined organic phase was dried over anhydrous Na2SO4, filtered and concentrated to afford product as a brown solid (1.5 g, 83.3%). MS (ESI): m/z 273.1 [M+1]+. Starting materials: OC1=C(C=CC(=C1)O)C(CC1=CC=C(C(=O)OCC)C=C1)=O (ethyl 4-(2-(2,4-dihydroxyphenyl)-2-oxoethyl)benzoate), Cl (HCl). The product is OC1=C(C=CC(=C1)O)C(CC1=CC=C(C(=O)O)C=C1)=O (4-(2-(2,4-dihydroxyphenyl)-2-oxoethyl)benzoic acid). Run in O1CCOCC1 (1,4-dioxane). Run at temperature 70 celsius, time 8 hour. RXN SMILES: [OH:1][C:2]1[CH:7]=[C:6]([OH:8])[CH:5]=[CH:4][C:3]=1[C:9](=[O:22])[CH2:10][C:11]1[CH:21]=[CH:20][C:14]([C:15]([O:17]CC)=[O:16])=[CH:13][CH:12]=1.Cl>O1CCOCC1>[OH:1][C:2]1[CH:7]=[C:6]([OH:8])[CH:5]=[CH:4][C:3]=1[C:9](=[O:22])[CH2:10][C:11]1[CH:21]=[CH:20][C:14]([C:15]([OH:17])=[O:16])=[CH:13][CH:12]=1. As a reaction SMILES: [Cl:1][C:2]1[CH:3]=[C:4]([C:9]2([CH2:14][CH2:15][OH:16])[CH2:13][CH2:12][NH:11][CH2:10]2)[CH:5]=[CH:6][C:7]=1[Cl:8].CN1CCOCC1.[CH3:24][O:25][C:26]1[CH:27]=[C:28]([CH:32]=[C:33]([O:37][CH3:38])[C:34]=1[O:35][CH3:36])[C:29](Cl)=[O:30].C(=O)=O.CC(C)=O>ClCCl>[Cl:1][C:2]1[CH:3]=[C:4]([C:9]2([CH2:14][CH2:15][OH:16])[CH2:13][CH2:12][N:11]([C:29](=[O:30])[C:28]3[CH:27]=[C:26]([O:25][CH3:24])[C:34]([O:35][CH3:36])=[C:33]([O:37][CH3:38])[CH:32]=3)[CH2:10]2)[CH:5]=[CH:6][C:7]=1[Cl:8] |f:3.4|. Yields the product ClC=1C=C(C=CC1Cl)C1(CN(CC1)C(C1=CC(=C(C(=C1)OC)OC)OC)=O)CCO (2-[3-(3,4-dichloro-phenyl)-1-(3,4,5-trimethoxy-benzoyl)-pyrrolidin-3-yl]-ethanol). Run in ClCCl (dichloromethane), ClCCl (dichloromethane). Reported procedure: 2-[3-(3,4-Dichloro-phenyl)-pyrrolidin-3-yl]-ethanol (5.885 g, 22.64 mmol) and dichloromethane (135 mL) were combined. 4-Methylmorpholine (5.0 mL , 45.48 mmol, 2 eq.) was added. The mixture was cooled in a dry-ice/acetone bath and a solution of 3,4,5-trimethoxy-benzoyl chloride (5.22 g, 22.63 mmol) in dichloromethane (100 mL) was added dropwise. After the addition was complete, the dry-ice/acetone bath was changed to an ice bath and the mixture was stirred for 1 h. The solution was extracted with... Run at time 1 hour. Reactants: ClC=1C=C(C=CC1Cl)C1(CNCC1)CCO (2-[3-(3,4-Dichloro-phenyl)-pyrrolidin-3-yl]-ethanol), C(=O)=O.CC(=O)C (dry-ice acetone), CN1CCOCC1 (4-Methylmorpholine), COC=1C=C(C(=O)Cl)C=C(C1OC)OC (3,4,5-trimethoxy-benzoyl chloride). Starting materials: CCCCCCCCCCCC(=O)Cl, CCc1ccc2c(c1)C(N1CCN(CCCO)CC1)Cc1ccccc1S2, CC(C)=O, ClC(Cl)Cl, [NH4+], [OH-], O=C(O)C=CC(=O)O, c1ccccc1. Product: CCCCCCCCCCCC(=O)OCCCN1CCN(C2Cc3ccccc3Sc3ccc(CC)cc32)CC1. RXN SMILES: [C:28]([CH2:29][CH2:30][CH2:31][CH2:32][CH2:33][CH2:34][CH2:35][CH2:36][CH2:37][CH2:38][CH3:39])(=[O:40])[Cl:41].[CH2:1]([CH3:2])[c:3]1[cH:4][cH:5][c:6]2[c:7]([cH:27]1)[CH:8]([N:17]1[CH2:18][CH2:19][N:20]([CH2:23][CH2:24][CH2:25][OH:26])[CH2:21][CH2:22]1)[CH2:9][c:10]1[c:11]([cH:13][cH:14][cH:15][cH:16]1)[S:12]2.[CH3:60][C:61](=[O:62])[CH3:63].[CH:56]([Cl:57])([Cl:58])[Cl:59].[NH4+:64].[OH-:65].[OH:42][C:43]([CH:44]=[CH:45][C:46](=[O:47])[OH:48])=[O:49].[cH:50]1[cH:51][cH:52][cH:53][cH:54][cH:55]1>>[CH2:1]([CH3:2])[c:3]1[cH:4][cH:5][c:6]2[c:7]([cH:27]1)[CH:8]([N:17]1[CH2:18][CH2:19][N:20]([CH2:23][CH2:24][CH2:25][O:26][C:28]([CH2:29][CH2:30][CH2:31][CH2:32][CH2:33][CH2:34][CH2:35][CH2:36][CH2:37][CH2:38][CH3:39])=[O:40])[CH2:21][CH2:22]1)[CH2:9][c:10]1[c:11]([cH:13][cH:14][cH:15][cH:16]1)[S:12]2. The reactants are CC1(c2ccc3cc(OC4CCC5(CCCCC5)CC4)ccc3c2)COC(=O)N1, CCO, [Li+], [OH-], O. Yields the product CC(N)(CO)c1ccc2cc(OC3CCC4(CCCCC4)CC3)ccc2c1. Reaction SMILES: [CH3:1][C:2]1([c:8]2[cH:9][c:10]3[cH:11][cH:12][c:13]([O:18][CH:19]4[CH2:20][CH2:21][C:22]5([CH2:23][CH2:24]4)[CH2:25][CH2:26][CH2:27][CH2:28][CH2:29]5)[cH:14][c:15]3[cH:16][cH:17]2)[NH:3][C:4](=[O:7])[O:5][CH2:6]1.[CH3:32][CH2:33][OH:34].[Li+:30].[OH-:31].[OH2:35]>>[CH3:1][C:2]([NH2:3])([CH2:6][OH:5])[c:8]1[cH:9][c:10]2[cH:11][cH:12][c:13]([O:18][CH:19]3[CH2:20][CH2:21][C:22]4([CH2:23][CH2:24]3)[CH2:25][CH2:26][CH2:27][CH2:28][CH2:29]4)[cH:14][c:15]2[cH:16][cH:17]1.